From a dataset of the Open Reaction Database (ORD), a public repository of structured organic reaction records. describe an organic reaction: reactants, conditions, products, and yield Starting materials: [BH4-], CC(=O)Nc1nc2ccc(-c3cnc(Cl)c(NS(=O)(=O)c4ccc(C(C)=O)cc4)c3)cc2s1, C1CCOC1, CO, CS(C)=O, [Na+], O. Yields the product CC(=O)Nc1nc2ccc(-c3cnc(Cl)c(NS(=O)(=O)c4ccc(C(C)O)cc4)c3)cc2s1. As a reaction SMILES: [BH4-:34].[C:1]([CH3:2])(=[O:3])[c:4]1[cH:5][cH:6][c:7]([S:10](=[O:11])(=[O:12])[NH:13][c:14]2[cH:15][c:16](-[c:21]3[cH:22][c:23]4[c:24]([n:25][c:26]([NH:28][C:29]([CH3:30])=[O:31])[s:27]4)[cH:32][cH:33]3)[cH:17][n:18][c:19]2[Cl:20])[cH:8][cH:9]1.[CH2:36]1[O:37][CH2:38][CH2:39][CH2:40]1.[CH3:41][OH:42].[CH3:44][S:45]([CH3:46])=[O:47].[Na+:35].[OH2:43]>>[CH:1]([CH3:2])([OH:3])[c:4]1[cH:5][cH:6][c:7]([S:10](=[O:11])(=[O:12])[NH:13][c:14]2[cH:15][c:16](-[c:21]3[cH:22][c:23]4[c:24]([n:25][c:26]([NH:28][C:29]([CH3:30])=[O:31])[s:27]4)[cH:32][cH:33]3)[cH:17][n:18][c:19]2[Cl:20])[cH:8][cH:9]1.